Dataset: the Open Reaction Database (ORD), a public repository of structured organic reaction records. Task: describe an organic reaction: reactants, conditions, products, and yield Reactants: CCCC[N+](CCCC)(CCCC)CCCC, C[Si](C)(C)C#Cc1ccc(-c2ccc(Cl)cc2)cn1, ClCCl, [F-], O. Yields the product C#Cc1ccc(-c2ccc(Cl)cc2)cn1. Reaction SMILES: [CH2:2]([N+:3]([CH2:4][CH2:5][CH2:6][CH3:7])([CH2:8][CH2:9][CH2:10][CH3:11])[CH2:12][CH2:13][CH2:14][CH3:15])[CH2:16][CH2:17][CH3:18].[Cl:19][c:20]1[cH:21][cH:22][c:23](-[c:26]2[cH:27][cH:28][c:29]([C:32]#[C:33][Si:34]([CH3:35])([CH3:36])[CH3:37])[n:30][cH:31]2)[cH:24][cH:25]1.[Cl:39][CH2:40][Cl:41].[F-:1].[OH2:38]>>[Cl:19][c:20]1[cH:21][cH:22][c:23](-[c:26]2[cH:27][cH:28][c:29]([C:32]#[CH:33])[n:30][cH:31]2)[cH:24][cH:25]1. The reactants are C1CCOC1, COc1ccc(C(=O)c2ccc(OC)cc2)cc1, CC#N, CC(C)[N-]C(C)C, [Li+]. Product: COc1ccc(C(O)(CC#N)c2ccc(OC)cc2)cc1. RXN SMILES: [CH2:30]1[O:31][CH2:32][CH2:33][CH2:34]1.[CH3:12][O:13][c:14]1[cH:15][cH:16][c:17]([C:18](=[O:19])[c:20]2[cH:21][cH:22][c:23]([O:26][CH3:27])[cH:24][cH:25]2)[cH:28][cH:29]1.[CH3:1][C:2]#[N:3].[CH:4]([N-:5][CH:6]([CH3:7])[CH3:8])([CH3:9])[CH3:10].[Li+:11]>>[CH2:1]([C:2]#[N:3])[C:18]([c:17]1[cH:16][cH:15][c:14]([O:13][CH3:12])[cH:29][cH:28]1)([OH:19])[c:20]1[cH:21][cH:22][c:23]([O:26][CH3:27])[cH:24][cH:25]1. The reactants are Cc1cccc(C)c1B(O)O, COc1nc(Cl)nc(C)c1COc1cc(C(C)C)ccc1C, [Na+], [Na+], O=C([O-])[O-], C1COCCO1, c1ccc(P(c2ccccc2)(c2ccccc2)[Pd](P(c2ccccc2)(c2ccccc2)c2ccccc2)(P(c2ccccc2)(c2ccccc2)c2ccccc2)P(c2ccccc2)(c2ccccc2)c2ccccc2)cc1. Yields the product COc1nc(-c2c(C)cccc2C)nc(C)c1COc1cc(C(C)C)ccc1C. RXN SMILES: [CH3:23][c:24]1[c:25]([B:31]([OH:32])[OH:33])[c:26]([CH3:30])[cH:27][cH:28][cH:29]1.[Cl:1][c:2]1[n:3][c:4]([CH3:22])[c:5]([CH2:10][O:11][c:12]2[c:13]([CH3:21])[cH:14][cH:15][c:16]([CH:18]([CH3:19])[CH3:20])[cH:17]2)[c:6]([O:8][CH3:9])[n:7]1.[Na+:34].[Na+:35].[O-:36][C:37](=[O:38])[O-:39].[O:117]1[CH2:118][CH2:119][O:120][CH2:121][CH2:122]1.[cH:40]1[cH:41][cH:42][c:43]([P:44]([Pd:45]([P:46]([c:47]2[cH:48][cH:49][cH:50][cH:51][cH:52]2)([c:53]2[cH:54][cH:55][cH:56][cH:57][cH:58]2)[c:59]2[cH:60][cH:61][cH:62][cH:63][cH:64]2)([P:65]([c:66]2[cH:67][cH:68][cH:69][cH:70][cH:71]2)([c:72]2[cH:73][cH:74][cH:75][cH:76][cH:77]2)[c:78]2[cH:79][cH:80][cH:81][cH:82][cH:83]2)[P:84]([c:85]2[cH:86][cH:87][cH:88][cH:89][cH:90]2)([c:91]2[cH:92][cH:93][cH:94][cH:95][cH:96]2)[c:97]2[cH:98][cH:99][cH:100][cH:101][cH:102]2)([c:103]2[cH:104][cH:105][cH:106][cH:107][cH:108]2)[c:109]2[cH:110][cH:111][cH:112][cH:113][cH:114]2)[cH:115][cH:116]1>>[c:2]1(-[c:25]2[c:24]([CH3:23])[cH:29][cH:28][cH:27][c:26]2[CH3:30])[n:3][c:4]([CH3:22])[c:5]([CH2:10][O:11][c:12]2[c:13]([CH3:21])[cH:14][cH:15][c:16]([CH:18]([CH3:19])[CH3:20])[cH:17]2)[c:6]([O:8][CH3:9])[n:7]1. Reactants: O=C=Nc1ccc(Br)cc1, ClCCl, CN(C)C(=O)c1ccc(N)cc1F. The product is CN(C)C(=O)c1ccc(NC(=O)Nc2ccc(Br)cc2)cc1F. RXN SMILES: [Br:14][c:15]1[cH:16][cH:17][c:18]([N:21]=[C:22]=[O:23])[cH:19][cH:20]1.[Cl:24][CH2:25][Cl:26].[NH2:1][c:2]1[cH:3][c:4]([F:13])[c:5]([C:6](=[O:7])[N:8]([CH3:9])[CH3:10])[cH:11][cH:12]1>>[NH:1]([c:2]1[cH:3][c:4]([F:13])[c:5]([C:6](=[O:7])[N:8]([CH3:9])[CH3:10])[cH:11][cH:12]1)[C:22]([NH:21][c:18]1[cH:17][cH:16][c:15]([Br:14])[cH:20][cH:19]1)=[O:23]. Starting materials: CCCCc1nc(C(F)(F)F)ccc1C#CC(=O)O, Cl, CC(N)c1ccc(NS(C)(=O)=O)c(F)c1. Yields the product CCCCc1nc(C(F)(F)F)ccc1C#CC(=O)NC(C)c1ccc(NS(C)(=O)=O)c(F)c1. As a reaction SMILES: [CH2:17]([CH2:18][CH2:19][CH3:20])[c:21]1[n:22][c:23]([C:32]([F:33])([F:34])[F:35])[cH:24][cH:25][c:26]1[C:27]#[C:28][C:29](=[O:30])[OH:31].[ClH:16].[NH2:1][CH:2]([CH3:3])[c:4]1[cH:5][c:6]([F:15])[c:7]([NH:10][S:11](=[O:12])(=[O:13])[CH3:14])[cH:8][cH:9]1>>[NH:1]([CH:2]([CH3:3])[c:4]1[cH:5][c:6]([F:15])[c:7]([NH:10][S:11](=[O:12])(=[O:13])[CH3:14])[cH:8][cH:9]1)[C:29]([C:28]#[C:27][c:26]1[c:21]([CH2:17][CH2:18][CH2:19][CH3:20])[n:22][c:23]([C:32]([F:33])([F:34])[F:35])[cH:24][cH:25]1)=[O:30]. The reactants are COc1cccc(C(Oc2ccc3c(cnn3-c3ccc(F)cc3)c2)C(C)NC(=O)CNC(N)=O)c1, CC(=O)O. Yields the product COc1cccc(C(Oc2ccc3c(cnn3-c3ccc(F)cc3)c2)C(C)N2C(=O)CNC2=O)c1. RXN SMILES: [C:1]([NH2:2])(=[O:3])[NH:4][CH2:5][C:6](=[O:7])[NH:8][CH:9]([CH:10]([c:11]1[cH:12][c:13]([O:17][CH3:18])[cH:14][cH:15][cH:16]1)[O:19][c:20]1[cH:21][c:22]2[cH:23][n:24][n:25](-[c:29]3[cH:30][cH:31][c:32]([F:35])[cH:33][cH:34]3)[c:26]2[cH:27][cH:28]1)[CH3:36].[CH3:37][C:38](=[O:39])[OH:40]>>[C:1]1(=[O:3])[NH:4][CH2:5][C:6](=[O:7])[N:8]1[CH:9]([CH:10]([c:11]1[cH:12][c:13]([O:17][CH3:18])[cH:14][cH:15][cH:16]1)[O:19][c:20]1[cH:21][c:22]2[cH:23][n:24][n:25](-[c:29]3[cH:30][cH:31][c:32]([F:35])[cH:33][cH:34]3)[c:26]2[cH:27][cH:28]1)[CH3:36].